Dataset: the Open Reaction Database (ORD), a public repository of structured organic reaction records. Task: describe an organic reaction: reactants, conditions, products, and yield The reactants are C(C)(=O)N1C(C(C2=CC=C(C=C12)Cl)=C(C1=CC2=C(C=C1)OCO2)O)=O (1-acetyl-6-chloro-3-[1-hydroxy-1-(3,4-methylenedioxyphenyl)-methylene]-2-indolinone), C(C)N(C(C)C)C(C)C (ethyldiisopropylamine), F[B-](F)(F)F.C[O+](C)C (trimethyloxonium tetrafluoroborate). Solvent: ClCCl (dichloromethane). Run at time 8 hour. Yields the product C(C)(=O)N1C(C(C2=CC=C(C=C12)Cl)=C(C1=CC2=C(C=C1)OCO2)OC)=O (1-acetyl-6-chloro-3-[1-methoxy-1-(3,4-methylenedioxyphenyl)methylene]-2-indolinone). As a reaction SMILES: [C:1]([N:4]1[C:12]2[C:7](=[CH:8][CH:9]=[C:10]([Cl:13])[CH:11]=2)[C:6](=[C:14]([OH:24])[C:15]2[CH:20]=[CH:19][C:18]3[O:21][CH2:22][O:23][C:17]=3[CH:16]=2)[C:5]1=[O:25])(=[O:3])[CH3:2].[CH2:26](N(C(C)C)C(C)C)C.F[B-](F)(F)F.C[O+](C)C>ClCCl>[C:1]([N:4]1[C:12]2[C:7](=[CH:8][CH:9]=[C:10]([Cl:13])[CH:11]=2)[C:6](=[C:14]([O:24][CH3:26])[C:15]2[CH:20]=[CH:19][C:18]3[O:21][CH2:22][O:23][C:17]=3[CH:16]=2)[C:5]1=[O:25])(=[O:3])[CH3:2] |f:2.3|. Procedure: A solution of 20.9 g of 1-acetyl-6-chloro-3-[1-hydroxy-1-(3,4-methylenedioxyphenyl)-methylene]-2-indolinone and 40 ml of ethyldiisopropylamine in 200 ml dichloromethane is combined batchwise with 17.3 g of trimethyloxonium tetrafluoroborate, the mixture is stirred overnight and then extracted twice with water. The organic phase is dried with magnesium sulphate and evaporated to dryness. The residue is stirred with methanol, suction filtered, washed with methanol and dried at 80° C. Starting materials: C1(CC1)C=1C(=C2C(=NC1)N(N=C2OC)CC2=CC=C(C=C2)OC)N2CCN(CC2)C(=O)OC(C)(C)C (tert-Butyl 4-(5-cyclopropyl-3-methoxy-1-(4-methoxybenzyl)-1H-pyrazolo[3,4-b]pyridin-4-yl)piperazine-1-carboxylate), C(=O)(C(F)(F)F)O (TFA). Solvent: C(Cl)Cl (DCM). Run at time 1 hour. Product: crude product, C1(CC1)C=1C(=C2C(=NC1)N(N=C2OC)CC2=CC=C(C=C2)OC)N2CCNCC2 (5-cyclopropyl-3-methoxy-1-(4-methoxybenzyl)-4-(piperazin-1-yl)-1H-pyrazolo[3,4-b]pyridine). Yield: 99.9%. Reaction SMILES: [CH:1]1([C:4]2[C:5]([N:24]3[CH2:29][CH2:28][N:27](C(OC(C)(C)C)=O)[CH2:26][CH2:25]3)=[C:6]3[C:12]([O:13][CH3:14])=[N:11][N:10]([CH2:15][C:16]4[CH:21]=[CH:20][C:19]([O:22][CH3:23])=[CH:18][CH:17]=4)[C:7]3=[N:8][CH:9]=2)[CH2:3][CH2:2]1.C(O)(C(F)(F)F)=O>C(Cl)Cl>[CH:1]1([C:4]2[C:5]([N:24]3[CH2:25][CH2:26][NH:27][CH2:28][CH2:29]3)=[C:6]3[C:12]([O:13][CH3:14])=[N:11][N:10]([CH2:15][C:16]4[CH:17]=[CH:18][C:19]([O:22][CH3:23])=[CH:20][CH:21]=4)[C:7]3=[N:8][CH:9]=2)[CH2:2][CH2:3]1. Reported procedure: tert-Butyl 4-(5-cyclopropyl-3-methoxy-1-(4-methoxybenzyl)-1H-pyrazolo[3,4-b]pyridin-4-yl)piperazine-1-carboxylate (0.300 g, 0.608 mmol) was placed in DCM (5 mL). TFA (1.5 mL) was then added, and the reaction was stirred at room temperature for 1 hour. The reaction was then concentrated to dryness to give the crude product 5-cyclopropyl-3-methoxy-1-(4-methoxybenzyl)-4-(piperazin-1-yl)-1H-pyrazolo[3,4-b]pyridine (0.239 g, quant.), which was used in the next step without further purification.